Dataset: the Open Reaction Database (ORD), a public repository of structured organic reaction records. Task: describe an organic reaction: reactants, conditions, products, and yield Starting materials: C=C1CC(=O)O1 (diketene), C(#N)C(CCCN(C)CC(O)C)(C(C)C)C1=CC(=C(C=C1)OC)OC (2-[4-cyano-4-(3,4-dimethoxyphenyl)-5,N-dimethyl-hexylamino]-1-methylethanol). The solvent is C1(=CC=CC=C1)C (toluene). Run at temperature 80 celsius. Product: C(CC(=O)C)(=O)OC(CN(C)CCCC(C(C)C)(C1=CC(=C(C=C1)OC)OC)C#N)C (2-[4-cyano-4-(3,4-dimethoxyphenyl)-5,N-dimethyl-hexylamino]-1-methylethyl acetoacetate). Reaction SMILES: [CH2:1]=[C:2]1[O:6][C:4](=[O:5])[CH2:3]1.[C:7]([C:9]([C:22]1[CH:27]=[CH:26][C:25]([O:28][CH3:29])=[C:24]([O:30][CH3:31])[CH:23]=1)([CH:19]([CH3:21])[CH3:20])[CH2:10][CH2:11][CH2:12][N:13]([CH2:15][CH:16]([CH3:18])[OH:17])[CH3:14])#[N:8]>C1(C)C=CC=CC=1>[C:4]([O:17][CH:16]([CH3:18])[CH2:15][N:13]([CH2:12][CH2:11][CH2:10][C:9]([C:7]#[N:8])([C:22]1[CH:27]=[CH:26][C:25]([O:28][CH3:29])=[C:24]([O:30][CH3:31])[CH:23]=1)[CH:19]([CH3:20])[CH3:21])[CH3:14])(=[O:5])[CH2:3][C:2]([CH3:1])=[O:6]. Procedure: 2.7 ml of diketene was added, over 10 minutes, to a solution of 11.36 g of the compound prepared in Example 2 in 10 ml of toluene at 80° C. When the exothermic reaction was over, the reaction mixture was heated for 2 hours at 80° C. and, after cooling, it was evaporated to dryness in vacuo. The oily residue was then purified by silica gel column chromatography using ehtyl acetate containing decreasing amounts of petroleum ether as eluent. The unitary TLC fractions (chloroform:methanol 95:5 by vo...